The task is: describe an organic reaction: reactants, conditions, products, and yield. This data is from the Open Reaction Database (ORD), a public repository of structured organic reaction records. The reactants are NC1=C(C(=CC2=CC(=CC(=C12)O)S(=O)(=O)O)S(=O)(=O)O)N=NC1=C(C=CC(=C1)S(=O)(=O)O)S(=O)(=O)O (1-amino-8-hydroxy-2-(2',5'-dihydroxysulfonylphenylazo)naphthalene-3,6-disulfonic acid), diazonium betaine, [Na] (sodium). Run in O (water). Yields the product NC=1C(=CC=C(C1)S(=O)(=O)O)S(=O)(=O)O (aniline-2,5-disulfonic acid), NC1=CC(=CC2=CC(=CC(=C12)O)S(=O)(=O)O)S(=O)(=O)O (1-amino-8-hydroxynaphthalene-3,6-disulfonic acid). As a reaction SMILES: [Na].[NH2:2][C:3]1[C:12]2[C:7](=[CH:8][C:9]([S:14]([OH:17])(=[O:16])=[O:15])=[CH:10][C:11]=2[OH:13])[CH:6]=[C:5]([S:18]([OH:21])(=[O:20])=[O:19])[C:4]=1N=[N:23][C:24]1[CH:29]=[C:28]([S:30]([OH:33])(=[O:32])=[O:31])[CH:27]=[CH:26][C:25]=1[S:34]([OH:37])(=[O:36])=[O:35]>O>[NH2:23][C:24]1[C:25]([S:34]([OH:37])(=[O:36])=[O:35])=[CH:26][CH:27]=[C:28]([S:30]([OH:33])(=[O:32])=[O:31])[CH:29]=1.[NH2:2][C:3]1[C:12]2[C:7](=[CH:8][C:9]([S:14]([OH:17])(=[O:16])=[O:15])=[CH:10][C:11]=2[OH:13])[CH:6]=[C:5]([S:18]([OH:21])(=[O:20])=[O:19])[CH:4]=1 |^1:0|. Procedure: The suspension of the diazonium betaine was run into a precooled solution of the sodium salt of 28 g of 1-amino-8-hydroxy-2-(2',5'-dihydroxysulfonylphenylazo)naphthalene-3,6-disulfonic acid (obtained by strongly acid coupling of diazotized aniline-2,5-disulfonic acid to 1-amino-8-hydroxynaphthalene-3,6-disulfonic acid) in 300 ml of water, and the pH was brought to 5 with 25% strength by weight aqueous sodium acetate solution. After stirring had been carried out for two hours at from 10° to 15° C... Starting materials: [Al+3], CSCCNC(=O)CSC, [H-], [H-], [H-], [H-], [Li+], C1CCOC1, O. Yields the product CSCCNCCSC. As a reaction SMILES: [Al+3:12].[CH3:1][S:2][CH2:3][CH2:4][NH:5][C:6]([CH2:7][S:8][CH3:9])=[O:10].[H-:11].[H-:14].[H-:15].[H-:16].[Li+:13].[O:18]1[CH2:19][CH2:20][CH2:21][CH2:22]1.[OH2:17]>>[CH3:1][S:2][CH2:3][CH2:4][NH:5][CH2:6][CH2:7][S:8][CH3:9]. Reactants: C(#N)C(C1=CC=CC=C1)(C1=CC=CC=C1)[C@@H]1CNCCC1 (3-(R)-(1-cyano-1,1-diphenylmethyl)piperidine), O(C1=CC=CC=C1)CCBr (2-phenoxyethyl bromide), C([O-])([O-])=O.[K+].[K+] (potassium carbonate). Run in C(C)#N (acetonitrile). Product: C(#N)C(C1=CC=CC=C1)(C1=CC=CC=C1)[C@@H]1CN(CCC1)CCOC1=CC=CC=C1 (3-(R)-(1-cyano-1,1-diphenylmethyl)-1-(2-phenoxyethyl)piperidine). As a reaction SMILES: [C:1]([C:3]([C@H:16]1[CH2:21][CH2:20][CH2:19][NH:18][CH2:17]1)([C:10]1[CH:15]=[CH:14][CH:13]=[CH:12][CH:11]=1)[C:4]1[CH:9]=[CH:8][CH:7]=[CH:6][CH:5]=1)#[N:2].[O:22]([CH2:29][CH2:30]Br)[C:23]1[CH:28]=[CH:27][CH:26]=[CH:25][CH:24]=1.C(=O)([O-])[O-].[K+].[K+]>C(#N)C>[C:1]([C:3]([C@H:16]1[CH2:21][CH2:20][CH2:19][N:18]([CH2:30][CH2:29][O:22][C:23]2[CH:28]=[CH:27][CH:26]=[CH:25][CH:24]=2)[CH2:17]1)([C:10]1[CH:11]=[CH:12][CH:13]=[CH:14][CH:15]=1)[C:4]1[CH:9]=[CH:8][CH:7]=[CH:6][CH:5]=1)#[N:2] |f:2.3.4|. Procedure: A mixture containing 3-(R)-(1-cyano-1,1-diphenylmethyl)piperidine (0.3 g), 2-phenoxyethyl bromide (0.24 g--commercially available), anhydrous potassium carbonate (0.5 g) and acetonitrile (15 ml) was heated under reflux for 5 hours. The mixture was then partitioned between dichloromethane (30 ml) and 10% aqueous potassium carbonate (30 ml), the layers separated, and the aqueous layer extracted with dichloromethane (2×20 ml). The combined dichloromethane extracts were dried (MgSO4) and concentrate... The reactants are FC1=CC(=C(C=C1F)CCO)OC (2-(4,5-difluoro-2-methoxyphenyl)ethanol), B(Br)(Br)Br (BBr3), O (water). Run in C(Cl)Cl (DCM), C(Cl)Cl (DCM). Reaction conditions: time 4 hour. The product is FC1=CC(=C(C=C1F)O)CCO (4,5-difluoro-2-(2-hydroxyethyl)phenol). Yield: 60.7%. As a reaction SMILES: [F:1][C:2]1[C:7]([F:8])=[CH:6][C:5]([CH2:9][CH2:10][OH:11])=[C:4]([O:12]C)[CH:3]=1.B(Br)(Br)Br.O>C(Cl)Cl>[F:8][C:7]1[C:2]([F:1])=[CH:3][C:4]([OH:12])=[C:5]([CH2:9][CH2:10][OH:11])[CH:6]=1. Procedure: To a solution of 2-(4,5-difluoro-2-methoxyphenyl)ethanol (800 mg, 4.25 mmol) in DCM (25 mL) at 0° C. was added 1M BBr3 (17.01 mL, 17.01 mmol) solution and the resulting mixture was allowed to warm to room temp and stir for 4 h. Then, water (dropwise) was added and after the bubbling stops mixture was diluted with DCM and washed with water, dried (Na2SO4), filtered and concentrated. The residue was then purified by Biotage (5-70%, EtOAc/hexane) to afford 4,5-difluoro-2-(2-hydroxyethyl)phenol (450... The reactants are [OH-].[Li+] (lithium hydroxide), O=C(\C=C\C(C1=CC=C(C=C1)C(=O)OCC)=O)N1CCC(CC1)N1C(NC2=CC=CC=C2C1)=O ((E)-3,4-dihydro-3-{1-[1,4-dioxo-4-(4-ethoxycarbonylphenyl)-2-buten-1-yl]-4-piperidinyl}-2(1H)-quinazolinone), [K+].[Br-] (KBr), CO.CC(=O)O (MeOH AcOH). Run in O (water), O (water), C1CCOC1 (THF). Run at time 4 hour. Yields the product O=C(\C=C\C(C1=CC=C(C=C1)C(=O)O)=O)N1CCC(CC1)N1C(NC2=CC=CC=C2C1)=O ((E)-3,4-dihydro-3-{1-[1,4-dioxo-4-(4-carboxyphenyl)-2-buten-1-yl]-4-piperidinyl}-2(1H)-quinazolinone). RXN SMILES: [OH-].[Li+].[O:3]=[C:4]([N:20]1[CH2:25][CH2:24][CH:23]([N:26]2[CH2:35][C:34]3[C:29](=[CH:30][CH:31]=[CH:32][CH:33]=3)[NH:28][C:27]2=[O:36])[CH2:22][CH2:21]1)/[CH:5]=[CH:6]/[C:7](=[O:19])[C:8]1[CH:13]=[CH:12][C:11]([C:14]([O:16]CC)=[O:15])=[CH:10][CH:9]=1.CO.CC(O)=O.[K+].[Br-]>O.C1COCC1>[O:3]=[C:4]([N:20]1[CH2:25][CH2:24][CH:23]([N:26]2[CH2:35][C:34]3[C:29](=[CH:30][CH:31]=[CH:32][CH:33]=3)[NH:28][C:27]2=[O:36])[CH2:22][CH2:21]1)/[CH:5]=[CH:6]/[C:7](=[O:19])[C:8]1[CH:13]=[CH:12][C:11]([C:14]([OH:16])=[O:15])=[CH:10][CH:9]=1 |f:0.1,3.4,5.6|. Reported procedure: A solution of 0.24 g (10.0 mmol) of lithium hydroxide in 20 ml of water was added to a solution of 1.2 g (2.6 mmol) of (E)-3,4-dihydro-3-{1-[1,4-dioxo-4-(4-ethoxycarbonylphenyl)-2-buten-1-yl]-4-piperidinyl}-2(1H)-quinazolinone (Item no. 169) in 20 ml of THF. After stirring for 4 hours at ambient temperature the mixture was diluted with 200 ml of water and extracted once with 100 ml of tert.butylmethylether. The aqueous phase was acidified with 1N hydrochloric acid and extracted five times with a...